This data is from the Open Reaction Database (ORD), a public repository of structured organic reaction records. The task is: describe an organic reaction: reactants, conditions, products, and yield The reactants are C[O-].[Na+] (Sodium methoxide), CN(C=CC(=O)C=1C=C(C=CC1)NC(C)=O)C (N-[3-[3-(Dimethylamino)-1-oxo-2-propenyl]-phenyl] acetamide), C(C)I (ethyl iodide). Solvent: CN(C=O)C (dimethyl formamide). Reaction conditions: time 6 hour. Yields the product CN(C=CC(=O)C=1C=C(C=CC1)N(C(C)=O)CC)C (N-[3-[3-(Dimethylamino)-1-oxo-2-propenyl]phenyl]-N-ethyl acetamide). RXN SMILES: C[O-].[Na+].[CH3:4][N:5]([CH3:20])[CH:6]=[CH:7][C:8]([C:10]1[CH:11]=[C:12]([NH:16][C:17](=[O:19])[CH3:18])[CH:13]=[CH:14][CH:15]=1)=[O:9].[CH2:21](I)[CH3:22]>CN(C)C=O>[CH3:20][N:5]([CH3:4])[CH:6]=[CH:7][C:8]([C:10]1[CH:11]=[C:12]([N:16]([CH2:21][CH3:22])[C:17](=[O:19])[CH3:18])[CH:13]=[CH:14][CH:15]=1)=[O:9] |f:0.1|. Reported procedure: 17.5 gm Sodium methoxide was added portion wise to a clear solution of 50 gm N-[3-[3-(Dimethylamino)-1-oxo-2-propenyl]-phenyl] acetamide and 85 gm ethyl iodide in 500 ml dimethyl formamide. After 6 hrs of stirring at room temperature, the reaction mass was quenched in 5 liters of water and extracted in dichloromethane. The dichloromethane layer was washed with water, dried over sodium sulphate and concentrated under vacuum to get oil, which upon trituration in hexane gave the title product as a ... The reactants are [BH3-]C#N, C1CCOC1, CO, COCC1CCC(N)CC1, Cl, [Na+], O=C1CCCCC1. Product: COCC1CCC(NC2CCCCC2)CC1. RXN SMILES: [C:21]([BH3-:22])#[N:23].[CH2:25]1[O:26][CH2:27][CH2:28][CH2:29]1.[CH3:19][OH:20].[CH3:2][O:3][CH2:4][CH:5]1[CH2:6][CH2:7][CH:8]([NH2:11])[CH2:9][CH2:10]1.[ClH:1].[Na+:24].[O:12]=[C:13]1[CH2:14][CH2:15][CH2:16][CH2:17][CH2:18]1>>[CH3:2][O:3][CH2:4][CH:5]1[CH2:6][CH2:7][CH:8]([NH:11][CH:13]2[CH2:14][CH2:15][CH2:16][CH2:17][CH2:18]2)[CH2:9][CH2:10]1. Reactants: [N+](=O)([O-])C1=CC=C(C=N1)N1CCOCC1 (4-(6-Nitro-pyridin-3-yl)-morpholine), C (carbon black), C(C)O (Ethanol). The reagents and catalysts are [OH-].[OH-].[Pd+2] (Pd(OH)2/C), [OH-].[Pd+2].[OH-] (Palladium hydroxide). Solvent: O (Water). Product: N1(CCOCC1)C=1C=CC(=NC1)N (5-Morpholin-4-yl-pyridin-2-ylamine). RXN SMILES: [N+:1]([C:4]1[N:9]=[CH:8][C:7]([N:10]2[CH2:15][CH2:14][O:13][CH2:12][CH2:11]2)=[CH:6][CH:5]=1)([O-])=O.C.C(O)C>[OH-].[OH-].[Pd+2].O>[N:10]1([C:7]2[CH:6]=[CH:5][C:4]([NH2:1])=[N:9][CH:8]=2)[CH2:15][CH2:14][O:13][CH2:12][CH2:11]1 |f:3.4.5|. Reported procedure: Into a round bottom flask, 4-(6-Nitro-pyridin-3-yl)-morpholine (1.67 g, 0.00798 mol), 20% Pd(OH)2/C, 50% wet (10:40:50, Palladium hydroxide:carbon black:Water, 0.350 g, 0.000249 mol), and Ethanol (50 mL, 0.9 mol) were added into a parr bottle. The mixture was evacuated under house vacuum and charged with hydrogen at 35 pSi. The reaction was shaken at room temperature at 35 pSi. The solid was filtered. The solvent was removed under vacuum to afford an off white solid. The solid was triturated wit... Reactants: BrC1=CC=[N+](C=C1)[O-] (4-bromo-pyridine-1-oxide), C[Si](C)(C)C#N (trimethylsilyl cyanide). Product: BrC1=CC(=NC=C1)C#N (4-Bromo-2-cyanopyridine), solid. The yield is 49.0%. RXN SMILES: [Br:1][C:2]1[CH:7]=[CH:6][N+:5]([O-])=[CH:4][CH:3]=1.C[Si]([C:13]#[N:14])(C)C>>[Br:1][C:2]1[CH:7]=[CH:6][N:5]=[C:4]([C:13]#[N:14])[CH:3]=1. Procedure: The title compound was prepared from 4-bromo-pyridine-1-oxide (Rec. Trav. chime, 1951, 70, 581) and trimethylsilyl cyanide, using the procedure described in Chem. Pharm. Bull., 1985, 33, 565, and obtained as a solid (49% yield), m.p. 88°-93° C. Rf 0.53 (SS 11). Found: C,39.15; H,1.50; N,15.07. C6H3BrN2 requires C,39.37; H,1.65; N,15.30%. RXN SMILES: [CH3:1][O:2][c:3]1[cH:4][cH:5][c:6](-[c:9]2[cH:10][cH:11][c:12]([CH3:18])[c:13]3[c:14]2[cH:15][cH:16][o:17]3)[cH:7][cH:8]1.[CH3:55][C:56]#[N:57].[Cl:58][C:59]([Cl:60])([Cl:61])[Cl:62].[K+:44].[K+:45].[K+:54].[N:27]#[C:28][C:29]([N:30]=[N:31][C:32]([C:33]#[N:34])([CH3:35])[CH3:36])([CH3:37])[CH3:38].[O:19]=[C:20]1[N:21]([Br:22])[C:23](=[O:24])[CH2:25][CH2:26]1.[P:39]([O-:40])([O-:41])([OH:42])=[O:43].[c:46]1([CH2:47][Se-:48])[cH:49][cH:50][cH:51][cH:52][cH:53]1>>[CH3:1][O:2][c:3]1[cH:4][cH:5][c:6](-[c:9]2[cH:10][cH:11][c:12]([CH:18]=[O:19])[c:13]3[c:14]2[cH:15][cH:16][o:17]3)[cH:7][cH:8]1. Reactants: COc1ccc(-c2ccc(C)c3occc23)cc1, CC#N, ClC(Cl)(Cl)Cl, [K+], [K+], [K+], CC(C)(C#N)N=NC(C)(C)C#N, O=C1CCC(=O)N1Br, O=P([O-])([O-])O, [Se-]Cc1ccccc1. The product is COc1ccc(-c2ccc(C=O)c3occc23)cc1. Reactants: COC(C1=C(C=CC(=C1)C#C[Si](C)(C)C)Cl)=O (2-chloro-5-trimethylsilanylethynyl-benzoic acid methyl ester), C(=O)O (formic acid). The product is COC(C1=C(C=CC(=C1)C(C)=O)Cl)=O (5-Acetyl-2-chloro-benzoic acid methyl ester). RXN SMILES: [CH3:1][O:2][C:3](=[O:17])[C:4]1[CH:9]=[C:8]([C:10]#[C:11][Si](C)(C)C)[CH:7]=[CH:6][C:5]=1[Cl:16].C(O)=[O:19]>>[CH3:1][O:2][C:3](=[O:17])[C:4]1[CH:9]=[C:8]([C:10](=[O:19])[CH3:11])[CH:7]=[CH:6][C:5]=1[Cl:16]. Procedure details: A mixture of 2-chloro-5-trimethylsilanylethynyl-benzoic acid methyl ester (3.2 g, 12 mmol) in formic acid (50 mL) was heated at reflux for 16 h. The mixture was cooled to room temperature and concentrated in vacuo. The residue was diluted with ethyl acetate and washed with saturated aqueous sodium bicarbonate, water and brine. The organic layer was dried, filtered and concentrated in vacuo to afford the title compound (1.4 g). The reactants are C(C)(=O)OC(C)=O (acetic anhydride), [N+](=O)(O)[O-] (nitric acid), COC1=C(C2=CC=CC(=C2C=C1)C)C(F)(F)F (2-methoxy-5-methyl-1-trifluoromethylnaphthalene). The solvent is O (water). Run at temperature 5 celsius. Product: COC1=C(C2=CC=C(C(=C2C=C1)C)[N+](=O)[O-])C(F)(F)F (2-Methoxy-5-methyl-6-nitro-1-(trifluoromethyl)naphthalene). Isolated yield 41.0%. As a reaction SMILES: C(OC(=O)C)(=O)C.[N+:8]([O-:11])(O)=[O:9].[CH3:12][O:13][C:14]1[CH:23]=[CH:22][C:21]2[C:16](=[CH:17][CH:18]=[CH:19][C:20]=2[CH3:24])[C:15]=1[C:25]([F:28])([F:27])[F:26]>O>[CH3:12][O:13][C:14]1[CH:23]=[CH:22][C:21]2[C:16](=[CH:17][CH:18]=[C:19]([N+:8]([O-:11])=[O:9])[C:20]=2[CH3:24])[C:15]=1[C:25]([F:26])([F:28])[F:27]. Procedure: To a cooled solution (3° to 4° C.) of acetic anhydride (640 mL) was added fuming nitric acid (90%, specific gravity=1.5, 160 mL) dropwise via an addition funnel at such a rate as to keep the internal temperature at or below 8° C. (~1 hour 20 minutes total addition time). After the internal temperature had again cooled to 3°-4° C., 2-methoxy-5-methyl-1-trifluoromethylnaphthalene (200 g, 0.833 mol) was added portion wise. The portions added were small enough such that the internal temperature did ...